This data is from the Open Reaction Database (ORD), a public repository of structured organic reaction records. The task is: describe an organic reaction: reactants, conditions, products, and yield The reactants are C(C)(C)(C)OC([C@@H](N)CC(C)C)=O (L-leucine tert-butyl ester), C(C)(=O)SCC(C(=O)N[C@@H](CC(C)C)C(=O)O)CCCN (N-[2-acetylthiomethyl-5-aminopentanoyl]-L-leucine), NCCCC(C(=O)N[C@@H](CC(C)C)C(=O)O)CS (N-(5-amino-2-mercaptomethylpentanoyl)-L-leucine), C(C)(C)(C)OC([C@H]1NCCC1)=O (proline tert-butyl ester), C(C)(C)(C)OC([C@@H](NC(C(CCCNC(=O)OCC1=CC=C(C=C1)OC)CSC(C)=O)=O)CC(C)C)=O (N-[2-acetylthiomethyl-5-(p-methoxybenzyloxycarbonylamino)pentanoyl]-L-Leucine tert-butyl ester). The product is NCC(C[C@H](NC(C(CCC)CS)=O)C(=O)O)C (5-Amino-2-mercaptomethylpentanoyl-L-leucine). Reaction SMILES: C(OC(=O)[C@H](CC(C)C)[NH2:8])(C)(C)C.C(OC(=O)[C@@H]1CCCN1)(C)(C)C.C([O:30][C:31](=[O:62])[C@H:32]([CH2:58][CH:59]([CH3:61])[CH3:60])[NH:33][C:34](=[O:57])[CH:35]([CH2:52][S:53]C(=O)C)[CH2:36][CH2:37][CH2:38]NC(OCC1C=CC(OC)=CC=1)=O)(C)(C)C.C(SCC(CCCN)C(N[C@H](C(O)=O)CC(C)C)=O)(=O)C.NCCCC(CS)C(N[C@H](C(O)=O)CC(C)C)=O>>[NH2:8][CH2:60][CH:59]([CH3:61])[CH2:58][C@@H:32]([C:31]([OH:30])=[O:62])[NH:33][C:34](=[O:57])[CH:35]([CH2:52][SH:53])[CH2:36][CH2:37][CH3:38]. Procedure: By substituting L-leucine tert-butyl ester for the proline tert-butyl ester in the procedure of Example 13, and then submitting the product to the procedure of Examples 14 and 15, N-[2-acetylthiomethyl-5-(p-methoxybenzyloxycarbonylamino)pentanoyl]-L-Leucine tert-butyl ester, N-[2-acetylthiomethyl-5-aminopentanoyl]-L-leucine and N-(5-amino-2-mercaptomethylpentanoyl)-L-leucine are obtained. Starting materials: N1C(=CC=C1)C=O (pyrrole-2-carboxaldehyde), COC1=CC=C(CCl)C=C1 (4-methoxybenzyl chloride), [Cl-].[NH4+] (ammonium chloride). Isolated yield 65.5%. Procedure details: To pyrrole-2-carboxaldehyde (1.0 g, 10.5 mmol) in THF (60 mL) was added KO'Bu (1.2 g, 10.5 mmol), Et4N+T (100 mg) and 4-methoxybenzyl chloride (1.4 mL, 10.5 mmol). After 1 day saturated aqueous ammonium chloride was added and the mixture was extracted with EtOAc. The organic extract was dried over Na2SO4 and concentrated. Column chromatography (EtOAc/hexanes, 1:9) provided 1.48 g (65%) of 1-(4-methoxybenzyl)-1H-pyrrole-2-carbaldehyde as an oil. Run in C1CCOC1 (THF). The product is EtOAc hexanes, COC1=CC=C(CN2C(=CC=C2)C=O)C=C1 (1-(4-methoxybenzyl)-1H-pyrrole-2-carbaldehyde). Reaction SMILES: [NH:1]1[CH:5]=[CH:4][CH:3]=[C:2]1[CH:6]=[O:7].[CH3:8][O:9][C:10]1[CH:17]=[CH:16][C:13]([CH2:14]Cl)=[CH:12][CH:11]=1.[Cl-].[NH4+]>C1COCC1>[CH3:8][O:9][C:10]1[CH:17]=[CH:16][C:13]([CH2:14][N:1]2[CH:5]=[CH:4][CH:3]=[C:2]2[CH:6]=[O:7])=[CH:12][CH:11]=1 |f:2.3|. Starting materials: CC1Cc2cccc(Br)c2C1=O, C[Sn](C)(C)c1ccccn1, C1CCOC1, O. The product is CC1Cc2cccc(-c3ccccn3)c2C1=O. As a reaction SMILES: [Br:1][c:2]1[cH:3][cH:4][cH:5][c:6]2[c:10]1[C:9](=[O:11])[CH:8]([CH3:12])[CH2:7]2.[CH3:13][Sn:14]([c:15]1[n:16][cH:17][cH:18][cH:19][cH:20]1)([CH3:21])[CH3:22].[O:24]1[CH2:25][CH2:26][CH2:27][CH2:28]1.[OH2:23]>>[c:2]1(-[c:15]2[n:16][cH:17][cH:18][cH:19][cH:20]2)[cH:3][cH:4][cH:5][c:6]2[c:10]1[C:9](=[O:11])[CH:8]([CH3:12])[CH2:7]2. Starting materials: C1(=CC=CC=C1)C1=NC(NC2=CC=C(C=C12)[N+](=O)[O-])=O (4-phenyl-6-nitro-2(1H)-quinazolinone), C(C1CCCO1)Br (tetrahydrofurfuryl bromide), resultant mixture, [H-].[Na+] (sodium hydride), O (water). The solvent is CN(C=O)C (dimethylformamide). Conditions: temperature 50 celsius, time 1 hour. The product is C(C1CCCO1)N1C(N=C(C2=CC(=CC=C12)[N+](=O)[O-])C1=CC=CC=C1)=O (1-tetrahydrofurfuryl-4-phenyl-6-nitro-2(1H)-quinazolinone), C(C1CCCO1)OC1=NC2=CC=C(C=C2C(=N1)C1=CC=CC=C1)[N+](=O)[O-] (2-tetrahydrofurfuryloxy-4-phenyl-6-nitroquinazoline). RXN SMILES: [C:1]1([C:7]2[C:16]3[C:11](=[CH:12][CH:13]=[C:14]([N+:17]([O-:19])=[O:18])[CH:15]=3)[NH:10][C:9](=[O:20])[N:8]=2)[CH:6]=[CH:5][CH:4]=[CH:3][CH:2]=1.[H-].[Na+].[CH2:23](Br)[CH:24]1[O:28][CH2:27][CH2:26][CH2:25]1.O>CN(C)C=O>[CH2:23]([N:10]1[C:11]2[C:16](=[CH:15][C:14]([N+:17]([O-:19])=[O:18])=[CH:13][CH:12]=2)[C:7]([C:1]2[CH:2]=[CH:3][CH:4]=[CH:5][CH:6]=2)=[N:8][C:9]1=[O:20])[CH:24]1[O:28][CH2:27][CH2:26][CH2:25]1.[CH2:23]([O:20][C:9]1[N:8]=[C:7]([C:1]2[CH:2]=[CH:3][CH:4]=[CH:5][CH:6]=2)[C:16]2[C:11](=[CH:12][CH:13]=[C:14]([N+:17]([O-:19])=[O:18])[CH:15]=2)[N:10]=1)[CH:24]1[O:28][CH2:27][CH2:26][CH2:25]1 |f:1.2|. Procedure details: To a suspension of 3.2 g of 4-phenyl-6-nitro-2(1H)-quinazolinone in 50 ml of dimethylformamide was added 0.7 g of 50% sodium hydride, and the mixture was stirred at 50° C. for 1 hour. Then, 3.96 g of tetrahydrofurfuryl bromide was added thereto and the resultant mixture was stirred at 100° C. for 7 hours. After cooling, the reaction mixture was poured into 300 ml of water and the resultant mixture was extracted with chloroform. The extract was washed with water and dried over anhydrous sodium su... Starting materials: FCCBr, [I-], [K+], [K+], [Na+], O=C([O-])[O-], NC1CCC(Nc2ncc3cccc(OC4CCOCC4)c3n2)CC1, CN(C)C=O. Product: FCCNC1CCC(Nc2ncc3cccc(OC4CCOCC4)c3n2)CC1. RXN SMILES: [Br:26][CH2:27][CH2:28][F:29].[I-:36].[K+:30].[K+:31].[Na+:37].[O-:32][C:33]([O-:34])=[O:35].[O:1]1[CH2:2][CH2:3][CH:4]([O:7][c:8]2[cH:9][cH:10][cH:11][c:12]3[cH:13][n:14][c:15]([NH:18][CH:19]4[CH2:20][CH2:21][CH:22]([NH2:25])[CH2:23][CH2:24]4)[n:16][c:17]23)[CH2:5][CH2:6]1.[O:38]=[CH:39][N:40]([CH3:41])[CH3:42]>>[O:1]1[CH2:2][CH2:3][CH:4]([O:7][c:8]2[cH:9][cH:10][cH:11][c:12]3[cH:13][n:14][c:15]([NH:18][CH:19]4[CH2:20][CH2:21][CH:22]([NH:25][CH2:27][CH2:28][F:29])[CH2:23][CH2:24]4)[n:16][c:17]23)[CH2:5][CH2:6]1.